Dataset: the Open Reaction Database (ORD), a public repository of structured organic reaction records. Task: describe an organic reaction: reactants, conditions, products, and yield Reactants: mixture, FC(C(=O)O)(F)F (trifluoroacetic acid), C(C)(C)(C)OC(=O)NCC1=CC=C(O1)S(=O)(=O)N (5-(tert-butoxycarbonylaminomethyl)furan-2-sulfonamide). The solvent is ClCCl (dichloromethane). Run at time 4 hour. The product is NCC1=CC=C(O1)S(=O)(=O)N (5-(aminomethyl)furan-2-sulfonamide). Isolated yield 98.6%. Reaction SMILES: C(OC([NH:8][CH2:9][C:10]1[O:14][C:13]([S:15]([NH2:18])(=[O:17])=[O:16])=[CH:12][CH:11]=1)=O)(C)(C)C.FC(F)(F)C(O)=O>ClCCl>[NH2:8][CH2:9][C:10]1[O:14][C:13]([S:15]([NH2:18])(=[O:17])=[O:16])=[CH:12][CH:11]=1. Reported procedure: To a flask, the 5-(tert-butoxycarbonylaminomethyl)furan-2-sulfonamide (5.2 g, 19 mmol) obtained above was added. 200 mL of a mixture of trifluoroacetic acid and dichloromethane (V/V=4:1) was then added to the flask. The reaction mixture was stirred at room temperature for 4 h. After the completion of the reaction, the reaction mixture was then concentrated to give 3.3 g (98.4% yield) of 5-(aminomethyl)furan-2-sulfonamide. The reactants are [OH-].[Li+] (lithium hydroxide), FC1=C(C=C(C(=O)OC)C=C1)S(=O)(=O)N1CCOCC1 (4-Fluoro-3-(morpholine-4-sulfonyl)-benzoic Acid, Methyl Ester). Run in O (water), CO (methanol), O (water). Reaction conditions: time 4 hour. Yields the product FC1=C(C=C(C(=O)O)C=C1)S(=O)(=O)N1CCOCC1 (4-Fluoro-3-(morpholine-4-sulfonyl)-benzoic Acid). Isolated yield 87.7%. RXN SMILES: [OH-].[Li+].[F:3][C:4]1[CH:13]=[CH:12][C:7]([C:8]([O:10]C)=[O:9])=[CH:6][C:5]=1[S:14]([N:17]1[CH2:22][CH2:21][O:20][CH2:19][CH2:18]1)(=[O:16])=[O:15]>O.CO>[F:3][C:4]1[CH:13]=[CH:12][C:7]([C:8]([OH:10])=[O:9])=[CH:6][C:5]=1[S:14]([N:17]1[CH2:22][CH2:21][O:20][CH2:19][CH2:18]1)(=[O:15])=[O:16] |f:0.1|. Reported procedure: A solution of lithium hydroxide (1.56 g, 37.3 mmol) in water (5 mL) was added to a stirred solution of 4-fluoro-3-(morpholine-4-sulfonyl)-benzoic acid, methyl ester (Example 5, 2.26 g, 7.45 mmol) in methanol (50 mL) / water (10 mL) at 0° C. After 4 hours, the clear solution was quenched with aqueous hydrochloric acid (2M, 10 mL). Concentration in vacuo to remove the methanol afforded a white precipitate. Filtration and drying afforded the title compound as a white powder (1.89 g, 88% yield): 1HN...